From a dataset of the Open Reaction Database (ORD), a public repository of structured organic reaction records. describe an organic reaction: reactants, conditions, products, and yield Reactants: ClCC(=O)C=1C=C2CCC(NC2=CC1)=O (6-(chloroacetyl)-3,4-dihydrocarbostyril), N1C=NC=C1 (imidazole). Run in CN(C=O)C (N,N-dimethylformamide), O (water). Product: N1(C=NC=C1)CC(=O)C=1C=C2CCC(NC2=CC1)=O (6-[(imidazol-1-yl)acetyl]-3,4-dihydrocarbostyril). Reaction SMILES: Cl[CH2:2][C:3]([C:5]1[CH:6]=[C:7]2[C:12](=[CH:13][CH:14]=1)[NH:11][C:10](=[O:15])[CH2:9][CH2:8]2)=[O:4].[NH:16]1[CH:20]=[CH:19][N:18]=[CH:17]1>CN(C)C=O.O>[N:16]1([CH2:2][C:3]([C:5]2[CH:6]=[C:7]3[C:12](=[CH:13][CH:14]=2)[NH:11][C:10](=[O:15])[CH2:9][CH2:8]3)=[O:4])[CH:20]=[CH:19][N:18]=[CH:17]1. Procedure: A solution of 9.0 g of 6-(chloroacetyl)-3,4-dihydrocarbostyril and 13.4 g of imidazole in 40 ml of N,N-dimethylformamide was heated at 80° C. for 18 hours. The reaction mixture was diluted with 1000 ml of water and the precipitate filtered off, washed with water followed by a little acetone and dried under vacuum to afford 6-[(imidazol-1-yl)acetyl]-3,4-dihydrocarbostyril, having a melting point of 269°-273° C. Starting materials: [OH-].[Na+] (sodium hydroxide), CS(=O)(=O)NC1=CC=C(C(=O)O)C=C1 (4-[(methylsulfonyl)amino]benzoic acid). The solvent is O (water). The product is [Na+].CS(=O)(=O)NC1=CC=C(C(=O)[O-])C=C1 (4-[(Methylsulfonyl)amino]benzoic acid sodium salt). Yield: 97.7%. Reaction SMILES: [OH-].[Na+:2].[CH3:3][S:4]([NH:7][C:8]1[CH:16]=[CH:15][C:11]([C:12]([OH:14])=[O:13])=[CH:10][CH:9]=1)(=[O:6])=[O:5]>O>[Na+:2].[CH3:3][S:4]([NH:7][C:8]1[CH:16]=[CH:15][C:11]([C:12]([O-:14])=[O:13])=[CH:10][CH:9]=1)(=[O:6])=[O:5] |f:0.1,4.5|. Procedure: To 500 ml of water is added 63.4 g (1.59 mole) of sodium hydroxide and the mixture is stirred until all the solid has dissolved. To this is slowly added 310 g (1.44 mole) of 4-[(methylsulfonyl)amino]benzoic acid. The reaction is stirred for 15 minutes at ambient temperature after all the solid has dissolved. After removal of the water in vacuo, the residue is triturated with isopropyl alcohol, evaporated, triturated with acetone and concentrated in vacuo. The solid is dried under vacuum for 72 h... The reactants are OCCCCCCN1C2=CC=CC=C2C=2C=C(C=CC12)C=O (9-(6-hydroxyhexyl)-9H-carbazole-3-carbaldehyde), [Si](C)(C)(C(C)(C)C)Cl (tert-butyldimethylsilyl chloride), N1C=NC=C1 (imidazole), Cl (HCl). Solvent: ClCCl (dichloromethane), ClCCCl (1,2-dichloroethane). Product: [Si](C)(C)(C(C)(C)C)OCCCCCCN1C2=CC=CC=C2C=2C=C(C=CC12)C=O (9-(6-(tert-butyldimethylsilyloxy)hexyl)-9H-carbazole-3-carbaldehyde). Reaction SMILES: Cl.[OH:2][CH2:3][CH2:4][CH2:5][CH2:6][CH2:7][CH2:8][N:9]1[C:21]2[CH:20]=[CH:19][C:18]([CH:22]=[O:23])=[CH:17][C:16]=2[C:15]2[C:10]1=[CH:11][CH:12]=[CH:13][CH:14]=2.[Si:24](Cl)([C:27]([CH3:30])([CH3:29])[CH3:28])([CH3:26])[CH3:25].N1C=CN=C1>ClCCl.ClCCCl>[Si:24]([O:2][CH2:3][CH2:4][CH2:5][CH2:6][CH2:7][CH2:8][N:9]1[C:21]2[CH:20]=[CH:19][C:18]([CH:22]=[O:23])=[CH:17][C:16]=2[C:15]2[C:10]1=[CH:11][CH:12]=[CH:13][CH:14]=2)([C:27]([CH3:30])([CH3:29])[CH3:28])([CH3:26])[CH3:25]. Reported procedure: In Reaction 1, a reactant reacts with 1,2-dichloroethane at 0° C. to thus prepare a precursor 2, which is then further reacted in the presence of 10% HCl, affording a precursor 3. The reaction is progressed through reflux. Then, 9-(6-hydroxyhexyl)-9H-carbazole-3-carbaldehyde, dichloromethane, tert-butyldimethylsilyl chloride, and imidazole are reacted together, thus producing 4 (9-(6-(tert-butyldimethylsilyloxy)hexyl)-9H-carbazole-3-carbaldehyde) as a precursor. Then, the precursor 4 is dissolve... Reactants: NC1=CC=C(C2=CC(=CC=C12)OC(C)(C)C)[N+](=O)[O-] (1-amino-6-tert-butoxy-4-nitronaphthalene), BrN1C(CCC1=O)=O (N-bromosuccinimide), O (H2O), C(Cl)Cl (CH2Cl2). The solvent is C(C)(=O)O (acetic acid). Conditions: time 1 hour. The product is NC1=C(C=C(C2=CC(=CC=C12)OC(C)(C)C)[N+](=O)[O-])Br (1-Amino-2-bromo-6-tert-butoxy-4-nitronaphthalene). Reaction SMILES: [NH2:1][C:2]1[C:11]2[C:6](=[CH:7][C:8]([O:12][C:13]([CH3:16])([CH3:15])[CH3:14])=[CH:9][CH:10]=2)[C:5]([N+:17]([O-:19])=[O:18])=[CH:4][CH:3]=1.[Br:20]N1C(=O)CCC1=O.O.C(Cl)Cl>C(O)(=O)C>[NH2:1][C:2]1[C:11]2[C:6](=[CH:7][C:8]([O:12][C:13]([CH3:16])([CH3:14])[CH3:15])=[CH:9][CH:10]=2)[C:5]([N+:17]([O-:19])=[O:18])=[CH:4][C:3]=1[Br:20]. Reported procedure: To a stirred solution of 1-amino-6-tert-butoxy-4-nitronaphthalene, as described above in Step E, (2.02 g, 7.76 mmol) in acetic acid (55 mL) was added N-bromosuccinimide (1.45 g, 8.15 mmol), portionwise. The reaction mixture was stirred at ambient temperature for 1 hour, then H2O (150 mL) and CH2Cl2 (300 mL) were added and the organic layer was extracted. The organic extract was washed with saturated aqueous Na2CO3 (2×100 mL), then brine (100 mL), then dried over Na2SO4, filtered, and concentrate... The reactants are C(C)(C)(C)OC(=O)NCCCCCl (N-[(tert-butoxy)carbonyl]-4-chloro-butylamine), C(C)(=O)OCC.O (ethyl acetate water). Run at time 6 hour. Yields the product C(C)OC(C(CCCCNC(=O)OC(C)(C)C)C(=O)OCC)=O (6-[(tert-butoxy)carbonyl]amino-2-ethoxycarbonyl-hexanoic acid ethyl ester). As a reaction SMILES: [C:1]([O:5][C:6]([NH:8][CH2:9][CH2:10][CH2:11][CH2:12]Cl)=[O:7])([CH3:4])([CH3:3])[CH3:2].[C:14]([O:17][CH2:18][CH3:19])(=[O:16])[CH3:15].[OH2:20]>>[CH2:18]([O:17][C:14](=[O:16])[CH:15]([C:6]([O:5][CH2:1][CH3:2])=[O:20])[CH2:12][CH2:11][CH2:10][CH2:9][NH:8][C:6]([O:5][C:1]([CH3:4])([CH3:3])[CH3:2])=[O:7])[CH3:19] |f:1.2|. Reported procedure: N-[(tert-butoxy)carbonyl]-4-chloro-butylamine (2.5 g, 0.012 mol) is then gradually added to the resulting mixture at room temperature. The reaction mixture is stirred at room temperature for 2 hours and at the reflux temperature for 6 hours, and then poured into ethyl acetate/water (1/1, v/v) (100 ml). The organic phase is separated, washed several times with water, and dried over MgSO4. Starting materials: Cl.Cl.BrC=1C=C(C2=C(OCCO2)C1)N1CCN(CC1)CCCCN1S(C2=C(C1=O)C=CC=C2)(=O)=O (2-(4-(4-(7-bromo-2,3-dihydro-1,4-benzodioxin-5-yl)-1-piperazinyl)-butyl)-1,2-benzisothiazole-3(2H)-one-1,1-dioxide, dihydrochloride), intermediate 2a, BrCCCCN1C(C2=CC=CC=C2C1=O)=O (2-(4-bromobutyl)-1H-isoindole-1,3(2H)-dione). Yields the product Cl.ClC=1C=C(C2=C(OCCO2)C1)N1CCN(CC1)CCCCN1C(C2=CC=CC=C2C1=O)=O (2-(4-(4-(7-chloro-2,3-dihydro-1,4-benzodioxin-5-yl)-1-piperazinyl)-butyl)-1H-isoindole-1,3(2H)-dione, hydrochloride). RXN SMILES: [ClH:1].Cl.Br[C:4]1[CH:5]=[C:6]([N:14]2[CH2:19][CH2:18][N:17]([CH2:20][CH2:21][CH2:22][CH2:23][N:24]3[C:28](=[O:29])[C:27]4[CH:30]=[CH:31][CH:32]=[CH:33][C:26]=4S3(=O)=O)[CH2:16][CH2:15]2)[C:7]2[O:12][CH2:11][CH2:10][O:9][C:8]=2[CH:13]=1.BrCCCCN1C(=O)C2C(=CC=CC=2)[C:42]1=[O:51]>>[ClH:1].[Cl:1][C:4]1[CH:5]=[C:6]([N:14]2[CH2:19][CH2:18][N:17]([CH2:20][CH2:21][CH2:22][CH2:23][N:24]3[C:42](=[O:51])[C:26]4[C:27](=[CH:30][CH:31]=[CH:32][CH:33]=4)[C:28]3=[O:29])[CH2:16][CH2:15]2)[C:7]2[O:12][CH2:11][CH2:10][O:9][C:8]=2[CH:13]=1 |f:0.1.2,4.5|. Reported procedure: This compound was prepared analogous to the method described for 2-(4-(4-(7-bromo-2,3-dihydro-1,4-benzodioxin-5-yl)-1-piperazinyl)-butyl)-1H-isoindole-1,3(2H)-dione, dihydrochloride (Example 3) using intermediate 2a (1.30 g, 4.5 mmol) and 2-(4-bromobutyl)-1H-isoindole-1,3(2H)-dione (1.40 g, 4.9 mmol). Yield 2.20 g, m.p. 222°-4° C. Reagents/catalysts: c1ccc(cc1)-c2c3ccccc3cc4ccccc24 (9-Phenylanthracene). RXN SMILES: [CH3:1][S:2]([N:5]1[CH2:11][C@H:9]([OH:10])[C:8](=O)[CH2:7][CH2:6]1)(=[O:4])=[O:3].[NH2:12]Cc1ccccc1.B[C@@H]1[C@@H](C)[C@@H](C(C)(C)[C@H]2C1)C2.B[C@@H]3[C@@H](C)[C@@H](C(C)(C)[C@H]4C3)C4.CN(CCN(C)C)C>>[CH3:1][S:2]([N:5]1[CH2:11][C@H:9]([OH:10])[C@H:8]([NH2:12])[CH2:7][CH2:6]1)(=[O:4])=[O:3]. Run at temperature 25 celsius, time 18 hour. Yields the product CS(=O)(=O)N1CC[C@@H](N)[C@@H](O)C1. Reactants: c1(ccccc1)CN, C1([C@@H]2C[C@@H]1C[C@@H]([C@H]2C)B)(C)C.C1([C@@H]2C[C@H]1C[C@@H]([C@H]2C)B)(C)C.C(CN(C)C)N(C)C, C1CN(C[C@@H](C1=O)O)S(=O)(=O)C. Starting materials: CC(C)(C)OC(=O)NC1CCC(=O)CC1, O=C(CNc1noc2ccc(C(F)(F)F)cc12)NC1CNC1. Product: CC(C)(C)OC(=O)NC1CCC(N2CC(NC(=O)CNc3noc4ccc(C(F)(F)F)cc34)C2)CC1. RXN SMILES: [C:23]([CH3:24])([CH3:25])([CH3:26])[O:27][C:28]([NH:29][CH:30]1[CH2:31][CH2:32][C:33](=[O:36])[CH2:34][CH2:35]1)=[O:37].[NH:1]1[CH2:2][CH:3]([NH:5][C:6]([CH2:7][NH:8][c:9]2[n:10][o:11][c:12]3[c:13]2[cH:14][c:15]([C:18]([F:19])([F:20])[F:21])[cH:16][cH:17]3)=[O:22])[CH2:4]1>>[N:1]1([CH:33]2[CH2:32][CH2:31][CH:30]([NH:29][C:28]([O:27][C:23]([CH3:24])([CH3:25])[CH3:26])=[O:37])[CH2:35][CH2:34]2)[CH2:2][CH:3]([NH:5][C:6]([CH2:7][NH:8][c:9]2[n:10][o:11][c:12]3[c:13]2[cH:14][c:15]([C:18]([F:19])([F:20])[F:21])[cH:16][cH:17]3)=[O:22])[CH2:4]1.